From a dataset of the Open Reaction Database (ORD), a public repository of structured organic reaction records. describe an organic reaction: reactants, conditions, products, and yield Reactants: COC(C1=CC=C(C=C1)C(CCCCCC)OC1=CC=C(C=C1)Br)=O (4-[1-(4-bromo-phenoxyl)-heptyl]-benzoic acid methyl ester), [OH-].[Na+] (sodium hydroxide). As a reaction SMILES: C[O:2][C:3](=[O:25])[C:4]1[CH:9]=[CH:8][C:7]([CH:10]([O:17][C:18]2[CH:23]=[CH:22][C:21]([Br:24])=[CH:20][CH:19]=2)[CH2:11][CH2:12][CH2:13][CH2:14][CH2:15][CH3:16])=[CH:6][CH:5]=1.[OH-].[Na+]>C(O)C>[Br:24][C:21]1[CH:20]=[CH:19][C:18]([O:17][CH:10]([C:7]2[CH:6]=[CH:5][C:4]([C:3]([OH:25])=[O:2])=[CH:9][CH:8]=2)[CH2:11][CH2:12][CH2:13][CH2:14][CH2:15][CH3:16])=[CH:23][CH:22]=1 |f:1.2|. Isolated yield 98.1%. Procedure details: To a solution of 4-(1-hydroxy-heptyl)-benzoic acid methyl ester (1800 mg, 7.2 mmol) in toluene (72 mL) is added 1,1′-(azodicarbonyl)dipiperidine (ADDP, 2725 mg, 10.8 mmol) at 0° C., followed by the additions of tributylphosphine (2.69 mL, 10.8 mmol) and 4-bromo-phenol (1503 mg, 8.64 mmol). The reaction mixture is warmed up to room temperature and stirred overnight. The mixture is loaded on silica gel, eluted with hexanes with a gradient from 0% of ethyl acetate to 50% of ethyl acetate giving 4-[... Run in C(C)O (ethanol). Yields the product BrC1=CC=C(OC(CCCCCC)C2=CC=C(C(=O)O)C=C2)C=C1 (4-[1-(4-bromo-phenoxyl)-heptyl]-benzoic acid). Starting materials: CCO, Cl, [K+], NO, [OH-], N#Cc1cnnc2ccccc12. Yields the product NC(=O)c1cnnc2ccccc12. RXN SMILES: [CH3:18][CH2:19][OH:20].[ClH:1].[K+:5].[NH2:2][OH:3].[OH-:4].[n:6]1[n:7][cH:8][c:9]([C:16]#[N:17])[c:10]2[cH:11][cH:12][cH:13][cH:14][c:15]12>>[O:3]=[C:16]([c:9]1[cH:8][n:7][n:6][c:15]2[c:10]1[cH:11][cH:12][cH:13][cH:14]2)[NH2:17]. Starting materials: CN1C(CCC1)=O (N-methyl-2-pyrrolidone), CC=1C=C(C=C2C=CC(NC12)=O)N1C(=NC(=C1I)C)C (8-methyl-6-(2,4-dimethyl-5-iodoimidazol-1-yl)-2-(1H)-quinolone), cuprous cyanide, N (ammonia), ClCCl (dichloromethane). Reagents/catalysts: C(C)(=O)[O-].[Pd+2].C(C)(=O)[O-] (palladium acetate). Reaction conditions: time 3 hour. The product is CC=1C=C(C=C2C=CC(NC12)=O)N1C(=NC(=C1C#N)C)C (8-methyl-6-(5-cyano-2,4-dimethylimidazol-1-yl)-2-(1H)-quinolone). RXN SMILES: [CH3:1][C:2]1[CH:3]=[C:4]([N:13]2[C:17](I)=[C:16]([CH3:19])[N:15]=[C:14]2[CH3:20])[CH:5]=[C:6]2[C:11]=1[NH:10][C:9](=[O:12])[CH:8]=[CH:7]2.N.ClCCl.[CH3:25][N:26]1CCCC1=O>C([O-])(=O)C.[Pd+2].C([O-])(=O)C>[CH3:1][C:2]1[CH:3]=[C:4]([N:13]2[C:17]([C:25]#[N:26])=[C:16]([CH3:19])[N:15]=[C:14]2[CH3:20])[CH:5]=[C:6]2[C:11]=1[NH:10][C:9](=[O:12])[CH:8]=[CH:7]2 |f:4.5.6|. Procedure details: A mixture of 8-methyl-6-(2,4-dimethyl-5-iodoimidazol-1-yl)-2-(1H)-quinolone (0.1 g), cuprous cyanide (0.047 g) and palladium acetate (0.01 g), in N-methyl-2-pyrrolidone (1 cm3) was heated and stirred at 175° for 3 hours. The cooled mixture was poured into aqueous ammonia solution (10 cm3 ; S.G. 0.880) and dichloromethane (50 cm3) and the aqueous phase was further extracted with dichloromethane (2×50 cm3). The combined and dried (MgSO4) organic extracts were filtered and evaporated in vacuo and t... Reactants: CC(C)OC(=O)/N=N/C(=O)OC(C)C (DIAD), ClC1=CC=C(C=C1)C1=C(NC(=C1)C(F)(F)F)C(=O)OCC (ethyl 3-(4-chlorophenyl)-5-(trifluoromethyl)-1H-pyrrole-2-carboxylate), C1(=CC=CC=C1)P(C1=CC=CC=C1)C1=CC=CC=C1 (triphenylphosphine), C(C1=CC=CC=C1)O (benzyl alcohol). Solvent: C1CCOC1 (THF), C1CCOC1 (THF). Run at time 1 hour. Product: C(C1=CC=CC=C1)N1C(=C(C=C1C(F)(F)F)C1=CC=C(C=C1)Cl)C(=O)OCC (Ethyl 1-benzyl-3-(4-chlorophenyl)-5-(trifluoromethyl)-1H-pyrrole-2-carboxylate). Isolated yield 101.2%. RXN SMILES: [Cl:1][C:2]1[CH:7]=[CH:6][C:5]([C:8]2[CH:12]=[C:11]([C:13]([F:16])([F:15])[F:14])[NH:10][C:9]=2[C:17]([O:19][CH2:20][CH3:21])=[O:18])=[CH:4][CH:3]=1.C1(P(C2C=CC=CC=2)C2C=CC=CC=2)C=CC=CC=1.[CH2:41](O)[C:42]1[CH:47]=[CH:46][CH:45]=[CH:44][CH:43]=1.CC(OC(/N=N/C(OC(C)C)=O)=O)C>C1COCC1>[CH2:41]([N:10]1[C:11]([C:13]([F:15])([F:16])[F:14])=[CH:12][C:8]([C:5]2[CH:4]=[CH:3][C:2]([Cl:1])=[CH:7][CH:6]=2)=[C:9]1[C:17]([O:19][CH2:20][CH3:21])=[O:18])[C:42]1[CH:47]=[CH:46][CH:45]=[CH:44][CH:43]=1. Procedure details: To a solution of ethyl 3-(4-chlorophenyl)-5-(trifluoromethyl)-1H-pyrrole-2-carboxylate (2.0 g, 6.30 mmol) in dry THF (20 mL) was added triphenylphosphine (1.899 g, 7.24 mmol) and benzyl alcohol (0.720 mL, 6.92 mmol). DIAD (1.373 mL, 6.92 mmol) in dry THF (5 mL) was added dropwise. The reaction mixture was stirred at room temperature for 1 h. THF was removed in vacuo. The crude product was dissolved in EtOAc (20 mL) and saturated NaHCO3 (40 mL) was added. The layers were separated and the aqueous...